Dataset: the Open Reaction Database (ORD), a public repository of structured organic reaction records. Task: describe an organic reaction: reactants, conditions, products, and yield Reactants: 24.8, FC1=CC=C(C=C1)CN1C2=NC=NC=C2N=C1SC1CCN(CC1)S(=O)(=O)C1=CC=C(C=C1)C (4-[[9-[(4-fluorophenyl)methyl]-9H-purin-8-yl]thio]-1-[(4-methylphenyl)sulfonyl]piperidine), Br (hydrogen bromide). Yield: 17.4%. The product is 9-[, N1CCC(CC1)SC=1NC2=NC=NC=C2N1 (8-(4-piperidinylthio)-9H-purine). Procedure: A mixture of 24.8 parts of 4-[[9-[(4-fluorophenyl)methyl]-9H-purin-8-yl]thio]-1-[(4-methylphenyl)sulfonyl]piperidine and 300 parts of acetic acid, saturated with hydrogen bromide was stirred overnight at room temperature. After evaporation, the residue was taken up in water. The whole was treated with a sodium hydroxide solution and extracted with dichloromethane. The extract was acidified with a hydrochloric acid solution and extracted with water. The aqueous layer was treated with a sodium hyd... Reaction SMILES: FC1C=CC(C[N:9]2[C:17]([S:18][CH:19]3[CH2:24][CH2:23][N:22](S(C4C=CC(C)=CC=4)(=O)=O)[CH2:21][CH2:20]3)=[N:16][C:15]3[C:10]2=[N:11][CH:12]=[N:13][CH:14]=3)=CC=1.Br>C(O)(=O)C>[NH:22]1[CH2:23][CH2:24][CH:19]([S:18][C:17]2[NH:9][C:10]3[C:15]([N:16]=2)=[CH:14][N:13]=[CH:12][N:11]=3)[CH2:20][CH2:21]1. Run in C(C)(=O)O (acetic acid). Reactants: CC(C)([O-])C.[K+] (potassium t-butoxide), C(CCCCC)S (n-hexyl mercaptan), COC(=O)CCCCCC (hexane-1-carboxylic acid methyl ester). Yields the product COC(=O)C1C(CCC1CSCCCCCC)=O (5-hexylthiomethyl-2-oxo-cyclopentanecarboxylic acid methyl ester). Isolated yield 61.3%. As a reaction SMILES: CC(C)([O-:4])C.[K+].[CH2:7]([SH:13])[CH2:8][CH2:9][CH2:10][CH2:11][CH3:12].[CH3:14][O:15][C:16]([CH2:18][CH2:19][CH2:20][CH2:21][CH2:22][CH3:23])=[O:17]>>[CH3:14][O:15][C:16]([CH:18]1[CH:22]([CH2:23][S:13][CH2:7][CH2:8][CH2:9][CH2:10][CH2:11][CH3:12])[CH2:21][CH2:20][C:19]1=[O:4])=[O:17] |f:0.1|. Procedure: In accordance with the process of Example 17, potassium t-butoxide, (336 mg; 3 m mol), n-hexyl mercaptan (354 mg; 3 m mol) and 2-oxo-bicyclo 3.1.0!hexane-1-carboxylic acid methyl ester (463 mg; 3 m mol) were used to obtain 500 mg of 5-hexylthiomethyl-2-oxo-cyclopentanecarboxylic acid methyl ester.